From a dataset of the Open Reaction Database (ORD), a public repository of structured organic reaction records. describe an organic reaction: reactants, conditions, products, and yield Reported procedure: In the same flask as in Example 1, there were charged granular magnesium (18.2 g), dry zinc chloride (20.4 g) and dry tetrahydrofuran (220 g). Propargyl chloride (0.55 g) was added thereto at 10° C. while stirring. The resultant mixture was kept in an adiabatic condition, whereupon the reaction proceeded. When the heat generation stopped, a mixture of 5-methylfurfural (55.06 g), propargyl chloride (38.6 g), propargyl bromide (11.9 g) and toluene (55 g) was dropwise added to the reaction mixture ... The product is OC(CC#C)C=1OC(=CC1)C (2-(1-hydroxy-3-butynyl)-5-methylfuran). Reaction conditions: temperature 10 celsius. The reagents and catalysts are C(C#C)Cl (Propargyl chloride), [Cl-].[Zn+2].[Cl-] (zinc chloride). Starting materials: CC1=CC=C(C=O)O1 (5-methylfurfural), C(C#C)Cl (propargyl chloride), C(C#C)Br (propargyl bromide), resultant mixture, [Mg] (magnesium), resultant mixture. Yield: 85.8%. As a reaction SMILES: [Mg].[CH3:2][C:3]1[O:9][C:6]([CH:7]=[O:8])=[CH:5][CH:4]=1.[CH2:10](Cl)[C:11]#[CH:12].C(Br)C#C>[Cl-].[Zn+2].[Cl-].C(Cl)C#C.C1(C)C=CC=CC=1.O1CCCC1>[OH:8][CH:7]([C:6]1[O:9][C:3]([CH3:2])=[CH:4][CH:5]=1)[CH2:12][C:11]#[CH:10] |f:4.5.6|. The solvent is C1(=CC=CC=C1)C (toluene), O1CCCC1 (tetrahydrofuran). The reactants are C(C)N1CCN(CC1)C=1C=C(N)C=CC1 (3-(4-ethyl-piperazin-1-yl)-aniline), ClC1=C(C=C(C=C1)OC)C1=CC=C(C=2N=CC=NC12)C(=O)O (8-(2-chloro-5-methoxy-phenyl)quinoxaline-5-carboxylic acid), ClC1=C(C=CC(=C1)OC)B(O)O (2-chloro-4-methoxyphenylboronic acid). Yields the product C(C)N1CCN(CC1)C=1C=C(C=CC1)NC(=O)C=1C=2N=CC=NC2C(=CC1)C1=C(C=CC(=C1)OC)Cl (8-(2-Chloro-5-methoxy-phenyl)-quinoxaline-5-carboxylic acid [3-(4-ethyl-piperazin-1-yl)-phenyl]-amide). RXN SMILES: [CH2:1]([N:3]1[CH2:8][CH2:7][N:6]([C:9]2[CH:10]=[C:11]([CH:13]=[CH:14][CH:15]=2)[NH2:12])[CH2:5][CH2:4]1)[CH3:2].[Cl:16][C:17]1[CH:22]=[CH:21][C:20]([O:23][CH3:24])=[CH:19][C:18]=1[C:25]1[C:34]2[N:33]=[CH:32][CH:31]=[N:30][C:29]=2[C:28]([C:35](O)=[O:36])=[CH:27][CH:26]=1.ClC1C=C(OC)C=CC=1B(O)O>>[CH2:1]([N:3]1[CH2:4][CH2:5][N:6]([C:9]2[CH:10]=[C:11]([NH:12][C:35]([C:28]3[C:29]4[N:30]=[CH:31][CH:32]=[N:33][C:34]=4[C:25]([C:18]4[CH:19]=[C:20]([O:23][CH3:24])[CH:21]=[CH:22][C:17]=4[Cl:16])=[CH:26][CH:27]=3)=[O:36])[CH:13]=[CH:14][CH:15]=2)[CH2:7][CH2:8]1)[CH3:2]. Procedure details: The title compound was prepared in analogy to the procedure described in Step 14.1 but using 3-(4-ethyl-piperazin-1-yl)-aniline (Step 2.1) and 8-(2-chloro-5-methoxy-phenyl)quinoxaline-5-carboxylic acid. The latter compound was synthesized as described in Steps 1.2-1.7 but using 2-chloro-4-methoxyphenylboronic acid in Step 1.4. Title compound: ESI-MS: 502.1 [M]+; tR=3.57 min (System 3). Reactants: CC1C(Nc2c([N+](=O)[O-])nn(CC(=O)NCc3ccncc3)c(=O)c2Br)CC2CC1C2(C)C, CCOC(C)=O, [Na+], [OH-], O, O, Cl[Sn]Cl. Yields the product CC1C(Nc2c(N)nn(CC(=O)NCc3ccncc3)c(=O)c2Br)CC2CC1C2(C)C. As a reaction SMILES: [Br:1][c:2]1[c:3]([NH:23][CH:24]2[CH:25]([CH3:33])[CH:26]3[C:27]([CH3:31])([CH3:32])[CH:28]([CH2:29]2)[CH2:30]3)[c:4]([N+:20]([O-:21])=[O:22])[n:5][n:6]([CH2:9][C:10](=[O:11])[NH:12][CH2:13][c:14]2[cH:15][cH:16][n:17][cH:18][cH:19]2)[c:7]1=[O:8].[CH3:41][CH2:42][O:43][C:44](=[O:45])[CH3:46].[Na+:40].[OH-:39].[OH2:34].[OH2:35].[Sn:36]([Cl:37])[Cl:38]>>[Br:1][c:2]1[c:3]([NH:23][CH:24]2[CH:25]([CH3:33])[CH:26]3[C:27]([CH3:31])([CH3:32])[CH:28]([CH2:29]2)[CH2:30]3)[c:4]([NH2:20])[n:5][n:6]([CH2:9][C:10](=[O:11])[NH:12][CH2:13][c:14]2[cH:15][cH:16][n:17][cH:18][cH:19]2)[c:7]1=[O:8]. Reactants: OCCCCCCCCOC1=CC=C(C=O)C=C1 (4-[(8-hydroxyoctyl)oxy]benzaldehyde), COC=1C=C(C=CC1OC)CC#N ((3,4-dimethoxyphenyl)acetonitrile). Yields the product COC=1C=C(C=CC1OC)/C(/C#N)=C/C1=CC=C(C=C1)OCCCCCCCCO ((2Z)-2-(3,4-dimethoxyphenyl)-3-{4-[(8-hydroxyoctyl)oxy]phenyl}prop-2-enenitrile). The yield is 46.0%. As a reaction SMILES: [OH:1][CH2:2][CH2:3][CH2:4][CH2:5][CH2:6][CH2:7][CH2:8][CH2:9][O:10][C:11]1[CH:18]=[CH:17][C:14]([CH:15]=O)=[CH:13][CH:12]=1.[CH3:19][O:20][C:21]1[CH:22]=[C:23]([CH2:29][C:30]#[N:31])[CH:24]=[CH:25][C:26]=1[O:27][CH3:28]>>[CH3:19][O:20][C:21]1[CH:22]=[C:23](/[C:29](=[CH:15]/[C:14]2[CH:17]=[CH:18][C:11]([O:10][CH2:9][CH2:8][CH2:7][CH2:6][CH2:5][CH2:4][CH2:3][CH2:2][OH:1])=[CH:12][CH:13]=2)/[C:30]#[N:31])[CH:24]=[CH:25][C:26]=1[O:27][CH3:28]. Procedure: (2Z)-2-(3,4-dimethoxyphenyl)-3-{4-[(8-hydroxyoctyl)oxy]phenyl}prop-2-enenitrile is prepared starting from 4-[(8-hydroxyoctyl)oxy]benzaldehyde and the commercial (3,4-dimethoxyphenyl)acetonitrile according the same procedure following for example 1 in 46% yield. This material proves chromatographically homogenous and displays spectral characteristics consistent with its assigned structure. Reactants: C(C)OC(C(C=1N=C(SC1)NC(=O)OCC(Cl)(Cl)Cl)=NOCC)=O (α-ethoxyimino-α-[2-(trichloroethoxycarbonylamino)thiazol-4-yl]acetic acid ethyl ester), [H][H] (hydrogen). Reagents/catalysts: [Pd] (palladium on charcoal). The solvent is Cl (hydrochloric acid), C(C)O (ethanol). The product is Cl.C(C)OC(C(C=1N=C(SC1)NC(=O)OCC(Cl)(Cl)Cl)N)=O (α-amino-α-[2-(trichloroethoxycarbonylamino)thiazol-4-yl]acetic acid ethyl ester hydrochloric acid salt). Yield: 144.1%. Reaction SMILES: [CH2:1]([O:3][C:4](=[O:24])[C:5](=[N:20]OCC)[C:6]1[N:7]=[C:8]([NH:11][C:12]([O:14][CH2:15][C:16]([Cl:19])([Cl:18])[Cl:17])=[O:13])[S:9][CH:10]=1)[CH3:2].[H][H]>Cl.C(O)C.[Pd]>[ClH:17].[CH2:1]([O:3][C:4](=[O:24])[CH:5]([NH2:20])[C:6]1[N:7]=[C:8]([NH:11][C:12]([O:14][CH2:15][C:16]([Cl:17])([Cl:19])[Cl:18])=[O:13])[S:9][CH:10]=1)[CH3:2] |f:5.6|. Reported procedure: A solution of 10.45 g of α-ethoxyimino-α-[2-(trichloroethoxycarbonylamino)thiazol-4-yl]acetic acid ethyl ester in a mixture of 10% hydrochloric acid and ethanol is catalytic-hydrogenated over 8.0 g of 5% palladium on charcoal at room temperature under atomospheric pressure. After the absorption of two equivalents of hydrogen, the catalyst in the reaction mixture is filtered off and the filtrate is concentrated to dryness under reduced pressure. By the procedure, 7.43 g of α-amino-α-[2-(trichloro... Starting materials: BrCCOCCBr, O=C([O-])[O-], [K+], [K+], Cc1nc2c(CN)cc(Cl)nn2c1C(=O)c1ccc(Cl)cc1F, O. Product: Cc1nc2c(CN3CCOCC3)cc(Cl)nn2c1C(=O)c1ccc(Cl)cc1F. As a reaction SMILES: [Br:30][CH2:31][CH2:32][O:33][CH2:34][CH2:35][Br:36].[C:24](=[O:25])([O-:26])[O-:27].[K+:28].[K+:29].[NH2:1][CH2:2][c:3]1[c:4]2[n:5]([n:6][c:7]([Cl:9])[cH:8]1)[c:10]([C:14](=[O:15])[c:16]1[c:17]([F:23])[cH:18][c:19]([Cl:22])[cH:20][cH:21]1)[c:11]([CH3:13])[n:12]2.[OH2:37]>>[N:1]1([CH2:2][c:3]2[c:4]3[n:5]([n:6][c:7]([Cl:9])[cH:8]2)[c:10]([C:14](=[O:15])[c:16]2[c:17]([F:23])[cH:18][c:19]([Cl:22])[cH:20][cH:21]2)[c:11]([CH3:13])[n:12]3)[CH2:31][CH2:32][O:33][CH2:34][CH2:35]1. Starting materials: C1(=CC=CC=C1)CC#N (benzene-acetonitrile), C1(=CC=CC=C1)C1=CC=C(C=C1)O (4-phenylphenol), ClS(=O)(=O)N=C=O (chlorosulfonyl isocyanate). Solvent: C1(=CC=CC=C1)C (toluene). The product is C1(=CC=C(C=C1)OS(N)(=O)=O)C1=CC=CC=C1 (Sulfamic acid (1,1'-biphenyl)-4-yl ester). Isolated yield 69.0%. RXN SMILES: [C:1]1([C:7]2[CH:12]=[CH:11][C:10]([OH:13])=[CH:9][CH:8]=2)[CH:6]=[CH:5][CH:4]=[CH:3][CH:2]=1.Cl[S:15]([N:18]=C=O)(=[O:17])=[O:16].C1(CC#N)C=CC=CC=1>C1(C)C=CC=CC=1>[C:7]1([C:1]2[CH:2]=[CH:3][CH:4]=[CH:5][CH:6]=2)[CH:8]=[CH:9][C:10]([O:13][S:15](=[O:17])(=[O:16])[NH2:18])=[CH:11][CH:12]=1. Procedure: This compound was prepared according to the procedure used in Example 84. A mixture of 17.0 g (0.1 mole) of 4-phenylphenol, 14.8 g (0.105 mole) of chlorosulfonyl isocyanate and 100 ml of toluene gave 17.2 g (69%) of white crystals, mp 166°-168° C. (benzene-acetonitrile). Starting materials: ClC(Cl)(Cl)Cl, CCOC(=O)C1CCCCC1=O, O, O=S(=O)(Cl)Cl. Product: CCOC(=O)C1(Cl)CCCCC1=O. Reaction SMILES: [C:19]([Cl:20])([Cl:21])([Cl:22])[Cl:23].[O:1]=[C:2]1[CH:3]([C:8](=[O:9])[O:10][CH2:11][CH3:12])[CH2:4][CH2:5][CH2:6][CH2:7]1.[OH2:18].[S:13]([Cl:14])(=[O:15])([Cl:16])=[O:17]>>[O:1]=[C:2]1[C:3]([C:8](=[O:9])[O:10][CH2:11][CH3:12])([Cl:16])[CH2:4][CH2:5][CH2:6][CH2:7]1.